From a dataset of the Open Reaction Database (ORD), a public repository of structured organic reaction records. describe an organic reaction: reactants, conditions, products, and yield Run at time 0.5 hour. As a reaction SMILES: [CH3:1][O:2][CH2:3][CH2:4][O:5][C:6]1[CH:7]=[C:8]([CH2:12]O)[CH:9]=[CH:10][CH:11]=1.P(Br)(Br)[Br:15]>C(Cl)Cl>[Br:15][CH2:12][C:8]1[CH:9]=[CH:10][CH:11]=[C:6]([O:5][CH2:4][CH2:3][O:2][CH3:1])[CH:7]=1. Reported procedure: To a solution of 27C (18.2 g, 100 mmol) in CH2Cl2 (300 mL) was added PBr3 (4.5 mL, 48 mmol) at 0° C., then the resulting mixture was allowed to warm to RT overnight. The reaction mixture was quenched with saturated NaHCO3 (50 mL) and stirred at RT for an addition 0.5 h. The mixture was extracted with CH2Cl2, and the combined extracted were dried (MgSO4), filtered, and evaporated in vacuum to give the product as a yellow oil (20.2 g, 82%, two steps). 1H NMR (300 MHz, CDCl3): δ 3.45 (s, 1H), 3.75 ... Starting materials: COCCOC=1C=C(C=CC1)CO ((3-(2-methoxyethoxy)phenyl)methanol), P(Br)(Br)Br (PBr3). The solvent is C(Cl)Cl (CH2Cl2). The yield is 171.7%. The product is BrCC1=CC(=CC=C1)OCCOC (1-(bromomethyl)-3-(2-methoxyethoxy)benzene). Reactants: C(C1=CC=CC=C1)N=C(O)C1NCC(CC1C(=O)O)C (5-methyl-hexahydropyridine-2,3-dicarboxylic acid N-benzylimide), [H-].[Al+3].[Li+].[H-].[H-].[H-] (lithium aluminum hydride), O (water), [OH-].[Na+] (sodium hydroxide), O (water). Run in O1CCCC1 (tetrahydrofuran), O1CCCC1 (tetrahydrofuran), O1CCCC1 (tetrahydrofuran). Conditions: time 17 hour. The product is C(C1=CC=CC=C1)N1CC2CC(CNC2C1)C (8-Benzyl-4-methyl-2,8-diazabicyclo[4.3.0]nonane). As a reaction SMILES: [CH2:1]([N:8]=[C:9]([CH:11]1[CH:16]([C:17](O)=O)[CH2:15][CH:14]([CH3:20])[CH2:13][NH:12]1)O)[C:2]1[CH:7]=[CH:6][CH:5]=[CH:4][CH:3]=1.[H-].[Al+3].[Li+].[H-].[H-].[H-].O.[OH-].[Na+]>O1CCCC1>[CH2:1]([N:8]1[CH2:9][CH:11]2[CH:16]([CH2:15][CH:14]([CH3:20])[CH2:13][NH:12]2)[CH2:17]1)[C:2]1[CH:7]=[CH:6][CH:5]=[CH:4][CH:3]=1 |f:1.2.3.4.5.6,8.9|. Reported procedure: 13.0 g of crude 5-methyl-hexahydropyridine-2,3-dicarboxylic acid N-benzylimide are added in the form of a solution in 50 ml of absolute tetrahydrofuran to 4.6 g (0.12 mol) of lithium aluminum hydride in 100 ml of absolute tetrahydrofuran, already present in the vessel. Then the mixture is boiled for 17 hours under reflux. 4.6 g of water in 14 ml of tetrahydrofuran, 4.6 g of 10% strength sodium hydroxide solution and 13.8 g of water are added dropwise one after the other. The salts are filtered o... Reactants: C1CCOC1, CC1CNCCN1C(=O)OCc1ccccc1, CCN(C(C)C)C(C)C, COc1ccc(CN2Cc3c(-c4ccccc4Cl)cc(S(=O)(=O)Cl)cc3N(c3c(Cl)cccc3Cl)C2=O)cc1. Product: COc1ccc(CN2Cc3c(-c4ccccc4Cl)cc(S(=O)(=O)N4CCN(C(=O)OCc5ccccc5)C(C)C4)cc3N(c3c(Cl)cccc3Cl)C2=O)cc1. Reaction SMILES: [CH2:66]1[O:67][CH2:68][CH2:69][CH2:70]1.[CH3:1][CH:2]1[N:3]([C:8](=[O:9])[O:10][CH2:11][c:12]2[cH:13][cH:14][cH:15][cH:16][cH:17]2)[CH2:4][CH2:5][NH:6][CH2:7]1.[CH:18]([N:19]([CH:20]([CH3:21])[CH3:22])[CH2:23][CH3:24])([CH3:25])[CH3:26].[Cl:27][c:28]1[c:29](-[c:34]2[c:35]3[c:40]([cH:41][c:42]([S:44](=[O:45])(=[O:46])[Cl:47])[cH:43]2)[N:39]([c:48]2[c:49]([Cl:55])[cH:50][cH:51][cH:52][c:53]2[Cl:54])[C:38](=[O:56])[N:37]([CH2:57][c:58]2[cH:59][cH:60][c:61]([O:64][CH3:65])[cH:62][cH:63]2)[CH2:36]3)[cH:30][cH:31][cH:32][cH:33]1>>[CH3:1][CH:2]1[N:3]([C:8](=[O:9])[O:10][CH2:11][c:12]2[cH:13][cH:14][cH:15][cH:16][cH:17]2)[CH2:4][CH2:5][N:6]([S:44]([c:42]2[cH:41][c:40]3[c:35]([c:34](-[c:29]4[c:28]([Cl:27])[cH:33][cH:32][cH:31][cH:30]4)[cH:43]2)[CH2:36][N:37]([CH2:57][c:58]2[cH:59][cH:60][c:61]([O:64][CH3:65])[cH:62][cH:63]2)[C:38](=[O:56])[N:39]3[c:48]2[c:49]([Cl:55])[cH:50][cH:51][cH:52][c:53]2[Cl:54])(=[O:45])=[O:46])[CH2:7]1.